Dataset: the Open Reaction Database (ORD), a public repository of structured organic reaction records. Task: describe an organic reaction: reactants, conditions, products, and yield Starting materials: COCCOC(=O)N=NC(=O)OCCOC (azodicarboxylic acid bis(2-methoxyethyl) ester), C[C@@H](CCCCCC)O ((S)-2-octanol), C1(=CC=CC=C1)P(C1=CC=CC=C1)C1=CC=CC=C1 (triphenylphosphine), C(C1=CC=CC=C1)(=O)O (benzoic acid). Solvent: O (Water), C1CCOC1 (THF), C1CCOC1 (THF). Conditions: time 2 hour. The product is C(C1=CC=CC=C1)(=O)O[C@H](C)CCCCCC ((R)-2-benzoyloxyoctane), C[C@@H](CCCCCC)O ((S)-2-octanol). RXN SMILES: [CH3:1][C@H:2]([OH:9])[CH2:3][CH2:4][CH2:5][CH2:6][CH2:7][CH3:8].C1(P(C2C=CC=CC=2)C2C=CC=CC=2)C=CC=CC=1.[C:29](O)(=[O:36])[C:30]1[CH:35]=[CH:34][CH:33]=[CH:32][CH:31]=1.COCCOC(N=NC(OCCOC)=O)=O>C1COCC1.O>[C:29]([O:9][C@@H:2]([CH2:3][CH2:4][CH2:5][CH2:6][CH2:7][CH3:8])[CH3:1])(=[O:36])[C:30]1[CH:35]=[CH:34][CH:33]=[CH:32][CH:31]=1.[CH3:1][C@H:2]([OH:9])[CH2:3][CH2:4][CH2:5][CH2:6][CH2:7][CH3:8]. Procedure: After (S)-2-octanol (300 mg, 2.30 mmol), triphenylphosphine (725 mg, 2.76 mmol), benzoic acid (338 mg, 2.76 mmol), and THF (12 ml) were added to a 50 ml flask, azodicarboxylic acid bis(2-methoxyethyl) ester (649 mg, 2.76 mmol) dissolved in THF (6 ml) was added dropwise thereto at 20° C., and the reaction was allowed to proceed for two hours. Water (0.5 mL) was added, and concentration was carried out. Then, water (10 ml) was added to the solution, and extraction was carried out using diethyl eth...